Dataset: the Open Reaction Database (ORD), a public repository of structured organic reaction records. Task: describe an organic reaction: reactants, conditions, products, and yield Reactants: CN(C)C=O, O=C=Nc1ccc(C(F)(F)F)cc1, Cn1c(COc2ccc(CC3SC(=O)NC3=O)cc2)nc2ccc(OCCc3ccc(N)cc3)cc21. Yields the product Cn1c(COc2ccc(CC3SC(=O)NC3=O)cc2)nc2ccc(OCCc3ccc(NC(=O)Nc4ccc(C(F)(F)F)cc4)cc3)cc21. RXN SMILES: [CH3:50][N:51]([CH3:52])[CH:53]=[O:54].[F:37][C:38]([c:39]1[cH:40][cH:41][c:42]([N:45]=[C:46]=[O:47])[cH:43][cH:44]1)([F:48])[F:49].[NH2:1][c:2]1[cH:3][cH:4][c:5]([CH2:8][CH2:9][O:10][c:11]2[cH:12][cH:13][c:14]3[c:15]([n:16]([CH3:35])[c:17]([CH2:19][O:20][c:21]4[cH:22][cH:23][c:24]([CH2:25][CH:26]5[C:27](=[O:32])[NH:28][C:29](=[O:31])[S:30]5)[cH:33][cH:34]4)[n:18]3)[cH:36]2)[cH:6][cH:7]1>>[NH:1]([c:2]1[cH:3][cH:4][c:5]([CH2:8][CH2:9][O:10][c:11]2[cH:12][cH:13][c:14]3[c:15]([n:16]([CH3:35])[c:17]([CH2:19][O:20][c:21]4[cH:22][cH:23][c:24]([CH2:25][CH:26]5[C:27](=[O:32])[NH:28][C:29](=[O:31])[S:30]5)[cH:33][cH:34]4)[n:18]3)[cH:36]2)[cH:6][cH:7]1)[C:46]([NH:45][c:42]1[cH:41][cH:40][c:39]([C:38]([F:37])([F:48])[F:49])[cH:44][cH:43]1)=[O:47]. Starting materials: C(#N)NC(SC)=NCCSCC1=C(N=CN1)C (N-cyano-N'-{2-[(4-methyl-5-imidazolyl)methylthio]ethyl}-S-methylisothiourea), C(CCC#C)N (4-pentyn-1-amine). Solvent: C(C)#N (acetonitrile). Reaction conditions: time 96 hour. The product is C(#N)NC(=NCCCC#C)NCCSCC1=C(N=CN1)C (N-Cyano-N'-{2-[(4-methyl-5-imidazolyl)methylthio]ethyl}-N"-(4-pentyn-1-yl)guanidine). As a reaction SMILES: [C:1]([NH:3][C:4](=[N:7][CH2:8][CH2:9][S:10][CH2:11][C:12]1[NH:16][CH:15]=[N:14][C:13]=1[CH3:17])SC)#[N:2].[CH2:18]([NH2:23])[CH2:19][CH2:20][C:21]#[CH:22]>C(#N)C>[C:1]([NH:3][C:4]([NH:7][CH2:8][CH2:9][S:10][CH2:11][C:12]1[NH:16][CH:15]=[N:14][C:13]=1[CH3:17])=[N:23][CH2:18][CH2:19][CH2:20][C:21]#[CH:22])#[N:2]. Reported procedure: A mixture of N-cyano-N'-{2-[(4-methyl-5-imidazolyl)methylthio]ethyl}-S-methylisothiourea (3.00 g., 0.0111 mole) and 4-pentyn-1-amine (3.69 g., 0.0445 mole) in 60 ml. of acetonitrile was stirred at reflux for 24 hours, and then allowed to stand at room temperature for 96 hours. The solvent and excess amine were removed under reduced pressure and the residual yellow gum was purified by chromatography on 50 g. of 100-200 mesh silica gel, using gradient elution with methylene chloride/methanol (99:1... Starting materials: C(C=C)C1(CCN(C(O1)=O)C1=CC(=CC=C1)Br)C1=CC=CC=C1 (6-allyl-3-(3-bromophenyl)-6-phenyl-1,3-oxazinan-2-one), Pd(Ph3)2Cl2, FC1=C(C=CC(=C1)F)B(O)O (2,4-difluorophenylboronic acid), C(=O)([O-])[O-].[K+].[K+] (K2CO3). Run in O1CCOCC1 (1,4-dioxane). The product is C(C=C)C1(CCN(C(O1)=O)C=1C=C(C=CC1)C1=C(C=C(C=C1)F)F)C1=CC=CC=C1 (6-allyl-3-(2′,4′-difluorobiphenyl-3-yl)-6-phenyl-1,3-oxazinan-2-one). Yield: 18.4%. RXN SMILES: [CH2:1]([C:4]1([C:18]2[CH:23]=[CH:22][CH:21]=[CH:20][CH:19]=2)[O:9][C:8](=[O:10])[N:7]([C:11]2[CH:16]=[CH:15][CH:14]=[C:13](Br)[CH:12]=2)[CH2:6][CH2:5]1)[CH:2]=[CH2:3].[F:24][C:25]1[CH:30]=[C:29]([F:31])[CH:28]=[CH:27][C:26]=1B(O)O.C([O-])([O-])=O.[K+].[K+]>O1CCOCC1>[CH2:1]([C:4]1([C:18]2[CH:23]=[CH:22][CH:21]=[CH:20][CH:19]=2)[O:9][C:8](=[O:10])[N:7]([C:11]2[CH:12]=[C:13]([C:28]3[CH:27]=[CH:26][C:25]([F:24])=[CH:30][C:29]=3[F:31])[CH:14]=[CH:15][CH:16]=2)[CH2:6][CH2:5]1)[CH:2]=[CH2:3] |f:2.3.4|. Procedure details: To a solution of 6-allyl-3-(3-bromophenyl)-6-phenyl-1,3-oxazinan-2-one (50 mg, 0.134 mmol) and 2,4-difluorophenylboronic acid (40 mg, 0.215 mmol), K2CO3 (0.5 mL, 2 M) in 1,4-dioxane (1.5 ml) was slowly added Pd(Ph3)2Cl2 (10 mg, 20%) at 0° C. under N2. The mixture was refluxed overnight. The mixture was concentrated to give the crude product, which was purified by TLC and preparative HPLC to afford 6-allyl-3-(2′,4′-difluorobiphenyl-3-yl)-6-phenyl-1,3-oxazinan-2-one (10 mg, 18%). 1H NMR (400 MHz, ... The reactants are CC1(C(CC1=O)=O)C1=CC=CC=C1 (2-methyl-2-phenyl-cyclobutane-1,3-dione), C(C1=CC=CC=C1)=O (benzaldehyde), CC(CC1=CNC2=CC(=CC=C12)C)(C)NC(C)=O (N-[1,1-dimethyl-2-(6-methyl-1H-indol-3-yl)-ethyl]-acetamide). Product: OC1=C(C(C1(C1=CC=CC=C1)C)=O)C(C=1NC2=CC(=CC=C2C1CC(C)(C)NC(C)=O)C)C1=CC=CC=C1 (N-(2-{2-[(2-Hydroxy-3-methyl-4-oxo-3-phenyl-cyclobut-1-enyl)-phenyl-methyl]-6-methyl-1H-indol-3-yl}-1,1-dimethyl-ethyl)-acetamide). Reaction SMILES: [CH3:1][C:2]1([C:8]2[CH:13]=[CH:12][CH:11]=[CH:10][CH:9]=2)[C:5](=[O:6])[CH2:4][C:3]1=[O:7].[CH:14](=O)[C:15]1[CH:20]=[CH:19][CH:18]=[CH:17][CH:16]=1.[CH3:22][C:23]([NH:36][C:37](=[O:39])[CH3:38])([CH3:35])[CH2:24][C:25]1[C:33]2[C:28](=[CH:29][C:30]([CH3:34])=[CH:31][CH:32]=2)[NH:27][CH:26]=1>>[OH:6][C:5]1[C:2]([CH3:1])([C:8]2[CH:13]=[CH:12][CH:11]=[CH:10][CH:9]=2)[C:3](=[O:7])[C:4]=1[CH:14]([C:15]1[CH:20]=[CH:19][CH:18]=[CH:17][CH:16]=1)[C:26]1[NH:27][C:28]2[C:33]([C:25]=1[CH2:24][C:23]([NH:36][C:37](=[O:39])[CH3:38])([CH3:22])[CH3:35])=[CH:32][CH:31]=[C:30]([CH3:34])[CH:29]=2. Procedure details: Using general procedure C, 2-methyl-2-phenyl-cyclobutane-1,3-dione (Lit. 1) was reacted with benzaldehyde and N-[1,1-dimethyl-2-(6-methyl-1H-indol-3-yl)-ethyl]-acetamide (from Example 1.2) to give the title compound as a pale yellow solid. MS: 505.5 ([M−H]−). Starting materials: [Cl-].[NH4+] (ammonium chloride), N1N=CN=C1 (1,2,4-triazole), [H-].[Na+] (sodium hydride), ICC1N=C(SC1)NC(OC(C)(C)C)=O (tert-butyl N-[(4RS)-4-(iodomethyl)-4,5-dihydro-2-thiazolyl]carbamate). The solvent is CS(=O)C (dimethyl sulfoxide). Run at temperature 20 celsius, time 45 minute. Yields the product N1(N=CN=C1)CC1N=C(SC1)NC(OC(C)(C)C)=O (tert-butyl N-[(4RS)-4-(1,2,4-triazol-1-ylmethyl)-4,5-dihydro-2-thiazolyl]carbamate). The yield is 41.1%. As a reaction SMILES: [NH:1]1[CH:5]=[N:4][CH:3]=[N:2]1.[H-].[Na+].I[CH2:9][CH:10]1[CH2:14][S:13][C:12]([NH:15][C:16](=[O:22])[O:17][C:18]([CH3:21])([CH3:20])[CH3:19])=[N:11]1.[Cl-].[NH4+]>CS(C)=O>[N:1]1([CH2:9][CH:10]2[CH2:14][S:13][C:12]([NH:15][C:16](=[O:22])[O:17][C:18]([CH3:21])([CH3:20])[CH3:19])=[N:11]2)[CH:5]=[N:4][CH:3]=[N:2]1 |f:1.2,4.5|. Reported procedure: 0.6 g of 1,2,4-triazole is added, at a temperature in the region of 20° C. and under an inert atmosphere, to a solution of 0.35 g of sodium hydride in 7 cm3 of dimethyl sulfoxide. The mixture is stirred at a temperature in the region of 20° C. for 45 minutes, followed by addition of 1 g of tert-butyl N-[(4RS)-4-(iodomethyl)-4,5-dihydro-2-thiazolyl]carbamate. After stirring for 3 hours at a temperature in the region of 60° C., 30 cm3 of saturated ammonium chloride solution are added to the reacti... Starting materials: CC(C)(Cc1c[nH]c2c(OS(=O)(=O)C(F)(F)F)cccc12)NC(=O)OC(C)(C)C, OB(O)c1ccc(C(F)(F)F)cc1, [Na+], [Na+], O=C([O-])[O-], C1CCOC1, [Pd], c1ccc(P(c2ccccc2)c2ccccc2)cc1, c1ccc(P(c2ccccc2)c2ccccc2)cc1, c1ccc(P(c2ccccc2)c2ccccc2)cc1, c1ccc(P(c2ccccc2)c2ccccc2)cc1. Reaction SMILES: [C:1]([CH3:2])([CH3:3])([CH3:4])[O:5][C:6](=[O:7])[NH:8][C:9]([CH2:10][c:11]1[cH:12][nH:13][c:14]2[c:15]([O:20][S:21]([C:22]([F:23])([F:24])[F:25])(=[O:26])=[O:27])[cH:16][cH:17][cH:18][c:19]12)([CH3:28])[CH3:29].[F:36][C:37]([c:38]1[cH:39][cH:40][c:41]([B:44]([OH:45])[OH:46])[cH:42][cH:43]1)([F:47])[F:48].[Na+:30].[Na+:31].[O-:32][C:33](=[O:34])[O-:35].[O:49]1[CH2:50][CH2:51][CH2:52][CH2:53]1.[Pd:54].[c:112]1([P:113]([c:114]2[cH:115][cH:116][cH:117][cH:118][cH:119]2)[c:120]2[cH:121][cH:122][cH:123][cH:124][cH:125]2)[cH:126][cH:127][cH:128][cH:129][cH:130]1.[c:55]1([P:56]([c:57]2[cH:58][cH:59][cH:60][cH:61][cH:62]2)[c:63]2[cH:64][cH:65][cH:66][cH:67][cH:68]2)[cH:69][cH:70][cH:71][cH:72][cH:73]1.[c:74]1([P:75]([c:76]2[cH:77][cH:78][cH:79][cH:80][cH:81]2)[c:82]2[cH:83][cH:84][cH:85][cH:86][cH:87]2)[cH:88][cH:89][cH:90][cH:91][cH:92]1.[c:93]1([P:94]([c:95]2[cH:96][cH:97][cH:98][cH:99][cH:100]2)[c:101]2[cH:102][cH:103][cH:104][cH:105][cH:106]2)[cH:107][cH:108][cH:109][cH:110][cH:111]1>>[C:1]([CH3:2])([CH3:3])([CH3:4])[O:5][C:6](=[O:7])[NH:8][C:9]([CH2:10][c:11]1[cH:12][nH:13][c:14]2[c:15](-[c:41]3[cH:40][cH:39][c:38]([C:37]([F:36])([F:47])[F:48])[cH:43][cH:42]3)[cH:16][cH:17][cH:18][c:19]12)([CH3:28])[CH3:29]. Yields the product CC(C)(Cc1c[nH]c2c(-c3ccc(C(F)(F)F)cc3)cccc12)NC(=O)OC(C)(C)C. Reactants: COC=1C=C2C(CCC(C2=C(C1)C=C)=O)(C)C (6-methoxy-4,4-dimethyl-8-vinyl-3,4-dihydro-2H-naphthalen-1-one), COC=1C=C2C(CCC(C2=C(C1)C=C)=O)(C)C (6-methoxy-4,4-dimethyl-8-vinyl-3,4-dihydro-2H-naphthalen-1-one). The reagents and catalysts are [Pd] (palladium on carbon). The solvent is C(C)(=O)OCC (ethyl acetate). Conditions: time 8 hour. The product is C(C)C=1C=C(C=C2C(CCC(C12)=O)(C)C)OC (8-Ethyl-4,4-dimethyl-6-methoxy-3,4-dihydro-2H-naphthalen-1-one). Yield: 97.4%. RXN SMILES: [CH3:1][O:2][C:3]1[CH:4]=[C:5]2[C:10](=[C:11]([CH:13]=[CH2:14])[CH:12]=1)[C:9](=[O:15])[CH2:8][CH2:7][C:6]2([CH3:17])[CH3:16]>C(OCC)(=O)C.[Pd]>[CH2:13]([C:11]1[CH:12]=[C:3]([O:2][CH3:1])[CH:4]=[C:5]2[C:10]=1[C:9](=[O:15])[CH2:8][CH2:7][C:6]2([CH3:16])[CH3:17])[CH3:14]. Reported procedure: A solution of 8-vinyl-6-methoxy-4,4-dimethyl-3,4-dihydro-2H-naphthalen-1-one (Intermediate 155, 1.12 g, 4.86 mmol) in ethyl acetate (10 mL) was treated with 10% palladium on carbon (100 mg) and the resulting reaction mixture was stirred under an atmosphere of hydrogen overnight. The reaction mixture was filtered over a bed of celite and the filtrate was evaporated to afford the title product (1.1 g, 98%).